Dataset: the Open Reaction Database (ORD), a public repository of structured organic reaction records. Task: describe an organic reaction: reactants, conditions, products, and yield Starting materials: CCC(C(=O)[O-])C1CN=C(c2cc3cccc(N(C)S(=O)(=O)c4ccccn4)c3[nH]2)S1, CO, CCOC(C)=O, Cl, [K+], C1CCOC1, [OH-], O. Reaction SMILES: [CH2:1]([CH3:2])[CH:3]([C:4](=[O:5])[O-:6])[CH:7]1[CH2:8][N:9]=[C:10]([c:12]2[nH:13][c:14]3[c:15]([N:21]([S:22](=[O:23])(=[O:24])[c:25]4[n:26][cH:27][cH:28][cH:29][cH:30]4)[CH3:31])[cH:16][cH:17][cH:18][c:19]3[cH:20]2)[S:11]1.[CH3:40][OH:41].[CH3:43][CH2:44][O:45][C:46](=[O:47])[CH3:48].[ClH:34].[K+:33].[O:35]1[CH2:36][CH2:37][CH2:38][CH2:39]1.[OH-:32].[OH2:42]>>[CH2:3]([C:4](=[O:5])[OH:6])[CH:7]1[CH2:8][N:9]=[C:10]([c:12]2[nH:13][c:14]3[c:15]([N:21]([S:22](=[O:23])(=[O:24])[c:25]4[n:26][cH:27][cH:28][cH:29][cH:30]4)[CH3:31])[cH:16][cH:17][cH:18][c:19]3[cH:20]2)[S:11]1. Yields the product CN(c1cccc2cc(C3=NCC(CC(=O)O)S3)[nH]c12)S(=O)(=O)c1ccccn1. The reactants are O=C([O-])[O-], CC(C)c1cc(C(C)C)c(-c2ccccc2P(C2CCCCC2)C2CCCCC2)c(C(C)C)c1, COc1cc(Cl)nc(SCc2cccc(F)c2F)n1, [Cs+], [Cs+], Cc1nc(N)sc1S(N)(=O)=O, O=C(C=Cc1ccccc1)C=Cc1ccccc1, C1COCCO1, O=C(C=Cc1ccccc1)C=Cc1ccccc1, O=C(C=Cc1ccccc1)C=Cc1ccccc1, [Pd], [Pd]. Yields the product COc1cc(NS(=O)(=O)c2sc(N)nc2C)nc(SCc2cccc(F)c2F)n1. As a reaction SMILES: [C:46](=[O:47])([O-:48])[O-:49].[CH:12]1([P:13]([CH:14]2[CH2:15][CH2:16][CH2:17][CH2:18][CH2:19]2)[c:20]2[cH:21][cH:22][cH:23][cH:24][c:25]2-[c:26]2[c:27]([CH:28]([CH3:29])[CH3:30])[cH:31][c:32]([CH:33]([CH3:34])[CH3:35])[cH:36][c:37]2[CH:38]([CH3:39])[CH3:40])[CH2:41][CH2:42][CH2:43][CH2:44][CH2:45]1.[Cl:52][c:53]1[n:54][c:55]([S:61][CH2:62][c:63]2[c:64]([F:70])[c:65]([F:69])[cH:66][cH:67][cH:68]2)[n:56][c:57]([O:59][CH3:60])[cH:58]1.[Cs+:50].[Cs+:51].[NH2:1][c:2]1[s:3][c:4]([S:8](=[O:9])(=[O:10])[NH2:11])[c:5]([CH3:7])[n:6]1.[O:115]=[C:116]([CH:117]=[CH:118][c:119]1[cH:120][cH:121][cH:122][cH:123][cH:124]1)[CH:125]=[CH:126][c:127]1[cH:128][cH:129][cH:130][cH:131][cH:132]1.[O:71]1[CH2:72][CH2:73][O:74][CH2:75][CH2:76]1.[O:79]=[C:80]([CH:81]=[CH:82][c:83]1[cH:84][cH:85][cH:86][cH:87][cH:88]1)[CH:89]=[CH:90][c:91]1[cH:92][cH:93][cH:94][cH:95][cH:96]1.[O:97]=[C:98]([CH:99]=[CH:100][c:101]1[cH:102][cH:103][cH:104][cH:105][cH:106]1)[CH:107]=[CH:108][c:109]1[cH:110][cH:111][cH:112][cH:113][cH:114]1.[Pd:77].[Pd:78]>>[NH2:1][c:2]1[s:3][c:4]([S:8](=[O:9])(=[O:10])[NH:11][c:53]2[n:54][c:55]([S:61][CH2:62][c:63]3[c:64]([F:70])[c:65]([F:69])[cH:66][cH:67][cH:68]3)[n:56][c:57]([O:59][CH3:60])[cH:58]2)[c:5]([CH3:7])[n:6]1. Reactants: NC1=CC=2N=CN=C(C2C=N1)SC (7-amino-4-methylthiopyrido[4,3-d]pyrimidine), BrC=1C=C(N)C=CC1 (3-bromoaniline). Procedure details: A mixture of 7-amino-4-methylthiopyrido[4,3-d]pyrimidine (107 mg, 0.87 mmol) (described in a previous experimental) and 3-bromoaniline (0.75 mL, 7.8 mmol) is stirred under N2 at 190° C. for 2.5 h, and the precipitate which appears on cooling is recrystallized from PriOH. 1H NMR (DMSO) δ 9.91 (1H, brs), 9.34 (1H, s), 8.45 (1H, s), 8.19 (1H, s), 7.84 (1H, d, J=8.0 Hz), 7.34 (1H, t, J=8.0 Hz), 7.29 (1H, d, J=8.2 Hz), 6.68 (2H, brs), 6.45 (1H, s). RXN SMILES: [NH2:1][C:2]1[N:11]=[CH:10][C:9]2[C:8](SC)=[N:7][CH:6]=[N:5][C:4]=2[CH:3]=1.[Br:14][C:15]1[CH:16]=[C:17]([CH:19]=[CH:20][CH:21]=1)[NH2:18]>>[NH2:1][C:2]1[N:11]=[CH:10][C:9]2[C:8]([NH:18][C:17]3[CH:19]=[CH:20][CH:21]=[C:15]([Br:14])[CH:16]=3)=[N:7][CH:6]=[N:5][C:4]=2[CH:3]=1. Run at temperature 190 celsius, time 2.5 hour. Product: NC1=CC=2N=CN=C(C2C=N1)NC1=CC(=CC=C1)Br (7-Amino-4-(3-bromoanilino)pyrido[4,3-d]pyrimidine). Starting materials: O1C(OCCC1)C=1C=C(C=CC1)C1=CC=2C(=NC=CN2)N1 (6-(3-[1,3]dioxan-2-yl-phenyl)-5H-pyrrolo[2,3-b]pyrazine), FC(C(=O)O)(F)F (trifluoroacetic acid), resultant mixture. The solvent is ClCCl (dichloromethane). Yields the product N1=C2C(=NC=C1)NC(=C2)C=2C=C(C=O)C=CC2 (3-(5H-Pyrrolo[2,3-b]pyrazin-6-yl)-benzaldehyde). The yield is 47.3%. RXN SMILES: [O:1]1CCCO[CH:2]1[C:7]1[CH:8]=[C:9]([C:13]2[NH:21][C:16]3=[N:17][CH:18]=[CH:19][N:20]=[C:15]3[CH:14]=2)[CH:10]=[CH:11][CH:12]=1.FC(F)(F)C(O)=O>ClCCl>[N:20]1[CH:19]=[CH:18][N:17]=[C:16]2[NH:21][C:13]([C:9]3[CH:8]=[C:7]([CH:12]=[CH:11][CH:10]=3)[CH:2]=[O:1])=[CH:14][C:15]=12. Procedure details: A solution of 6-(3-[1,3]dioxan-2-yl-phenyl)-5H-pyrrolo[2,3-b]pyrazine [1.6 g, Example 1(g)] in dichloromethane (50 mL) was treated with trifluoroacetic acid (5 mL). The resultant mixture was heated at reflux for 6 hours, then allowed to cool overnight and then evaporated. The residue was triturated with diethyl ether to give a yellow solid, which was recrystallised from ethyl acetate to give the title compound (0.6 g) as a yellow crystalline solid, m.p. 268-270° C. [Elemental analysis:— C, 69.96... Starting materials: S(O)(O)(=O)=O (sulfuric acid), C(=O)N (formamide), O1CCCC1 (tetrahydrofuran), NC=1C=C(C=CC1F)N1C(C(OC2=C1C=CC(=C2)NS(=O)(=O)C)(C)C)=O (N-[4-(3-amino-4-fluorophenyl) -2,2-dimethyl-3-oxo-3,4-dihydro-2H-1,4-benzoxazin-7-yl]methanesulfonamide), compound, [BH4-].[Na+] (sodium borohydride), O1CCCC1 (tetrahydrofuran), C(O)([O-])=O.[Na+] (sodium hydrogencarbonate). Run in ice NaCl. Conditions: time 1 hour. Product: CN(C=1C=C(C=CC1F)N1C(C(OC2=C1C=CC(=C2)NS(=O)(=O)C)(C)C)=O)C (N-{4-[3-(dimethylamino)-4-fluorophenyl]-2,2-dimethyl-3-oxo-3,4-dihydro-2H-1,4-benzoxazin-7-yl}methanesulfonamide). As a reaction SMILES: S(=O)(=O)(O)O.[CH:6]([NH2:8])=O.N[C:10]1[CH:11]=[C:12]([N:17]2[C:22]3[CH:23]=[CH:24][C:25]([NH:27][S:28]([CH3:31])(=[O:30])=[O:29])=[CH:26][C:21]=3[O:20][C:19](C)([CH3:32])[C:18]2=O)[CH:13]=[CH:14][C:15]=1[F:16].[BH4-].[Na+].[C:37](=[O:40])([O-])O.[Na+].O1CCC[CH2:43]1>>[CH3:43][N:8]([CH3:6])[C:14]1[CH:13]=[C:12]([N:17]2[C:22]3[CH:23]=[CH:24][C:25]([NH:27][S:28]([CH3:31])(=[O:29])=[O:30])=[CH:26][C:21]=3[O:20][C:19]([CH3:18])([CH3:32])[C:37]2=[O:40])[CH:11]=[CH:10][C:15]=1[F:16] |f:3.4,5.6|. Procedure: To a solution of 3M sulfuric acid (4 μL) and 36% formamide solution (9.5 mg) in tetrahydrofuran (2 mL) was added a suspension of N-[4-(3-amino-4-fluorophenyl) -2,2-dimethyl-3-oxo-3,4-dihydro-2H-1,4-benzoxazin-7-yl]methanesulfonamide (compound obtained in Example 44; 20 mg) and sodium borohydride (1 mg) in tetrahydrofuran (3 mL) under cooling in ice/NaCl bath, and the mixture was stirred at room temperature for 1 hour. To the reaction mixture was added an aqueous saturated sodium hydrogencarbonat... Reactants: CN(C=C(C(=O)OCC)[N+]#[C-])C (Ethyl 3-(dimethylamino)-2-isocyanoacrylate), C1(CCC1)N (cyclobutylamine). Yields the product C(C)OC(=O)C=1N=CN(C1)C1CCC1 (1-cyclobutyl-1H-imidazole-4-carboxylic acid ethyl ester). As a reaction SMILES: C[N:2]([CH3:12])[CH:3]=[C:4]([N+:10]#[C-:11])[C:5]([O:7][CH2:8][CH3:9])=[O:6].[CH:13]1(N)[CH2:16]C[CH2:14]1>>[CH2:8]([O:7][C:5]([C:4]1[N:10]=[CH:11][N:2]([CH:12]2[CH2:16][CH2:13][CH2:14]2)[CH:3]=1)=[O:6])[CH3:9]. Procedure details: Ethyl 3-(dimethylamino)-2-isocyanoacrylate (WO 2007042545) (45 g, 0.27 mol) was added to cyclobutylamine (50 g, 0.70 mol) and heated to reflux for 2 hours. The solution was then cooled and concentrated. The residue was purified by column chromatography over silica gel (3:1 EtOAc:Heptane). The oily residue was triturated with TBME:heptane (1:1) and the resulting solid was collected and dried, giving 1-cyclobutyl-1H-imidazole-4-carboxylic acid ethyl ester (35 g, 67%, second crop not harvested). 1-... Starting materials: mixture, C(C)(=O)NC=1C=C(N/C=C(/C(=O)OCC)\C#N)C=CC1OC (ethyl (E)-3-[3-(acetylamino)-4-methoxyanilino]-2-cyano-2-propenoate), C(C)(=O)NC=1C=C(N\C=C(/C(=O)OCC)\C#N)C=CC1OC (ethyl (Z)-3-[3-(acetylamino)-4-methoxyanilino]-2-cyano-2-propenoate), C1(=CC=CC=C1)C1=CC=CC=C1 (biphenyl), C1(=CC=CC=C1)OC1=CC=CC=C1 (phenyl ether). Solvent: C(C)OCC (diethyl ether). Run at temperature 256 celsius, time 2 hour. The product is C(#N)C1=CNC2=CC(=C(C=C2C1=O)OC)NC(C)=O (N-(3-Cyano-6-methoxy-4-oxo-1,4-dihydro-7-quinolinyl)acetamide). Yield: 62.0%. RXN SMILES: [C:1]([NH:4][C:5]1[CH:6]=[C:7]([CH:18]=[CH:19][C:20]=1[O:21][CH3:22])[NH:8]/[CH:9]=[C:10](\[C:16]#[N:17])/[C:11]([O:13]CC)=O)(=[O:3])[CH3:2].C(NC1C=C(C=CC=1OC)N/C=C(/C#N)\C(OCC)=O)(=O)C.C1(C2C=CC=CC=2)C=CC=CC=1.C1(OC2C=CC=CC=2)C=CC=CC=1>C(OCC)C>[C:16]([C:10]1[C:11](=[O:13])[C:18]2[C:7](=[CH:6][C:5]([NH:4][C:1](=[O:3])[CH3:2])=[C:20]([O:21][CH3:22])[CH:19]=2)[NH:8][CH:9]=1)#[N:17]. Reported procedure: An amount of 1 g (0.003 mol) of a mixture of ethyl (E)-3-[3-(acetylamino)-4-methoxyanilino]-2-cyano-2-propenoate and ethyl (Z)-3-[3-(acetylamino)-4-methoxyanilino]-2-cyano-2-propenoate was added to a stirring solution of biphenyl (16.3 mL, 0.10 mol) and phenyl ether (48.8 mL, 0.30 mol) at 256° C. After stirring for 2 hours at 256° C., the reaction mixture was cooled to room temperature, diluted with diethyl ether (130 mL), filtered, and evaporated to dryness to give a gray solid (0.53 g, 62% yie...